Dataset: the Open Reaction Database (ORD), a public repository of structured organic reaction records. Task: describe an organic reaction: reactants, conditions, products, and yield Starting materials: aqueous solution, N[C@@H](CC1=CC=C(C=C1)O)C(=O)OC (Tyr-OMe), N[C@@H](C)C(=O)N[C@@H](C)C(=O)O (H-Ala-Ala-OH), [OH-].[Na+] (NaOH), N[C@@H](CC1=CC=C(C=C1)O)C(=O)OC (Tyr-OMe). The product is N[C@@H](CC1=CC=C(C=C1)O)C(=O)N[C@@H](C)C(=O)N[C@@H](C)C(=O)O (Tyr-Ala-Ala-OH). RXN SMILES: [NH2:1][C@H:2]([C:11]([O:13]C)=O)[CH2:3][C:4]1[CH:9]=[CH:8][C:7]([OH:10])=[CH:6][CH:5]=1.[NH2:15][C@H:16]([C:18]([NH:20][C@H:21]([C:23]([OH:25])=[O:24])[CH3:22])=[O:19])[CH3:17].[OH-].[Na+]>>[NH2:1][C@H:2]([C:11]([NH:15][C@H:16]([C:18]([NH:20][C@H:21]([C:23]([OH:25])=[O:24])[CH3:22])=[O:19])[CH3:17])=[O:13])[CH2:3][C:4]1[CH:5]=[CH:6][C:7]([OH:10])=[CH:8][CH:9]=1 |f:2.3|. Procedure details: 0.2 ml of aqueous solution containing 2 mM Mal-Tyr-OMe, 50 mM H-Ala-Ala-OH, 25 mM NaOH and 0.3 M α-chymotrypsin are deep-frozen. Subsequently the reaction mixture is kept at -25° C. until the Mal-Tyr-OMe is consumed. Following thawing, the yield is determined analytically by RP-HPLC and amounts to 94% of theory. Product: BrC=1C=C2C(=CC1)OC(CC21N=C(N(O1)C)N)C1CCOCC1 (6-bromo-2′-methyl-2-(tetrahydro-2H-pyran-4-yl)-2′H-spiro[chroman-4,5′-[1,2,4]oxadiazol]-3′-amine). Isolated yield 48.4%. RXN SMILES: Cl.[CH3:2][NH:3][OH:4].[CH3:5][O-:6].[Na+].[Br:8][C:9]1[CH:10]=[C:11]2C(=[CH:17][CH:18]=1)O[CH:14]([CH:19]1[CH2:24][CH2:23][O:22][CH2:21][CH2:20]1)[CH2:13]/[C:12]/2=[N:25]\[C:26]#[N:27]>CO>[Br:8][C:9]1[CH:10]=[C:11]2[C:12]3([O:4][N:3]([CH3:2])[C:26]([NH2:27])=[N:25]3)[CH2:13][CH:14]([CH:19]3[CH2:20][CH2:21][O:22][CH2:23][CH2:24]3)[O:6][C:5]2=[CH:17][CH:18]=1 |f:0.1,2.3|. Reaction conditions: time 10 minute. Reported procedure: To a solution of methylhydroxylamine HCl salt (25.08 mg, 0.3 mmol) in anhydrous MeOH (5 mL) was added NaOMe (25% in MeOH (Wt. %), 0.06 mL, 0.27 mmol), followed by (E)-N-(6-bromo-2-(tetrahydro-2H-pyran-4-yl)chroman-4-ylidene)cyanamide (100 mg, 0.3 mmol). After stirring 10 min, the solvent was removed in vacuo. The resulting residue was redissolved in DCM (10 mL), The mixture was filtered and the solvent was removed to give the residue, which was purified by column chromatography to give compound ... The reactants are Cl.CNO (methylhydroxylamine HCl salt), C[O-].[Na+] (NaOMe), BrC=1C=C2\C(\CC(OC2=CC1)C1CCOCC1)=N\C#N ((E)-N-(6-bromo-2-(tetrahydro-2H-pyran-4-yl)chroman-4-ylidene)cyanamide). Run in CO (MeOH). Reactants: ClC=1C=C(NCCCl)C=CC1Cl (2-(3,4-dichloroanilino)ethylchloride), C(C)(C)(C)N (tert.butylamine), [I-].[Na+] (sodium iodide). The solvent is C(C)OCC (diethyl ether). Product: Cl.ClC=1C=C(C=CC1Cl)NCCNC(C)(C)C (N-(3,4-dichlorophenyl)-N'-tert.butylethylene diamine, hydrochloride). Isolated yield 159.4%. RXN SMILES: [Cl:1][C:2]1[CH:3]=[C:4]([CH:9]=[CH:10][C:11]=1[Cl:12])[NH:5][CH2:6][CH2:7]Cl.[C:13]([NH2:17])([CH3:16])([CH3:15])[CH3:14].[I-].[Na+]>C(OCC)C>[ClH:1].[Cl:1][C:2]1[CH:3]=[C:4]([NH:5][CH2:6][CH2:7][NH:17][C:13]([CH3:16])([CH3:15])[CH3:14])[CH:9]=[CH:10][C:11]=1[Cl:12] |f:2.3,5.6|. Reported procedure: 15.0 g of 2-(3,4-dichloroanilino)ethylchloride, 19.2 g of tert.butylamine and approximately 1 g of sodium iodide were stirred for 26 hours at 90° C. After having been left to stand the weekend over at room temperature, the product was taken up in diethyl ether, washed with successively 2 N sodium hydroxide solution and sodium bicarbonate solution and dried. After evaporating the solvent, 15.85 g of product were obtained, which were purified by column chromatography and then converted into the HC... Starting materials: NC=1C(=C(C=CC1C)C1=CC=C(C=C1)C)N (diaminodimethylbiphenyl), NC=1C(=C(C=CC1)C)[N+](=O)[O-] (aminonitrotoluene), [I-].[K+] (potassium iodide), N(=O)O (nitrous acid). The product is IC=1C(=C(C=CC1)C)[N+](=O)[O-] (iodonitrotoluene). RXN SMILES: NC1C(N)=C(C2C=CC(C)=CC=2)C=CC=1C.N[C:18]1[C:19]([N+:25]([O-:27])=[O:26])=[C:20]([CH3:24])[CH:21]=[CH:22][CH:23]=1.[I-:28].[K+].N(O)=O>>[I:28][C:18]1[C:19]([N+:25]([O-:27])=[O:26])=[C:20]([CH3:24])[CH:21]=[CH:22][CH:23]=1 |f:2.3|. Procedure details: The diaminodimethylbiphenyl from which the present synthesis is initiated is not commercially available, however, the compound can be prepared by the method reported by Carlin and FOltz wherein aminonitrotoluene is reacted with potassium iodide in the presence of nitrous acid to give iodonitrotoluene. Two moles of the iodonitrotoluene are reacted then in the presence of copper powder to produce dinitrodimethylbiphenyl. Subsequent reduction with hydrogen in the presence of a catalyst produces the... Starting materials: C[Si](C=1C=C(C=CC1)CC(=O)P(OC)(OC)=O)(C)C (dimethyl m-trimethylsilylphenylacetylphosphonate), COP(OC)[O-] (dimethylphosphite), C(CCC)NCCCC (dibutylamine), CCCCCC (hexane). The solvent is CCOCC (Et2O). Yields the product C[Si](C=1C=C(C=CC1)CC(P(OC)(OC)=O)(P(OC)(OC)=O)O)(C)C (Tetramethyl m-trimethylsilylphenyl-1-hydroxy-ethylidenebis(phosphonate)). Isolated yield 65.3%. Reaction SMILES: [CH3:1][Si:2]([CH3:19])([CH3:18])[C:3]1[CH:4]=[C:5]([CH2:9][C:10]([P:12](=[O:17])([O:15][CH3:16])[O:13][CH3:14])=[O:11])[CH:6]=[CH:7][CH:8]=1.[CH3:20][O:21][P:22]([O-:25])[O:23][CH3:24].C(NCCCC)CCC.CCCCCC>CCOCC>[CH3:19][Si:2]([CH3:1])([CH3:18])[C:3]1[CH:4]=[C:5]([CH2:9][C:10]([OH:11])([P:22](=[O:25])([O:23][CH3:24])[O:21][CH3:20])[P:12](=[O:17])([O:15][CH3:16])[O:13][CH3:14])[CH:6]=[CH:7][CH:8]=1. Reported procedure: To a solution of dimethyl m-trimethylsilylphenylacetylphosphonate (1.63 g, 5.0 mmol) in Et2O (10 cm3) was added a solution of dimethylphosphite (0.83 g, 7.5 mmol), dibutylamine (0.32 g, 2.5 mmol) and hexane (10 cm3) at 0° C. A white solid began to form after a few minutes. After 20 min the mixture was filtrated to give the title compound (1.34 g, 65%) as a white solid. Recrystallization was achieved by adding water (9.5 cm3) to a solution of the title compound (0.50 g) in acetic acid (0.5 cm3) a...